Dataset: the Open Reaction Database (ORD), a public repository of structured organic reaction records. Task: describe an organic reaction: reactants, conditions, products, and yield Reactants: COC(=O)Cc1ccc(OC)c(-c2ccc(C(F)(F)F)cc2CO)c1, COCCOC, BrP(Br)Br. Yields the product COC(=O)Cc1ccc(OC)c(-c2ccc(C(F)(F)F)cc2CBr)c1. RXN SMILES: [CH3:1][O:2][C:3]([CH2:4][c:5]1[cH:6][c:7](-[c:13]2[c:14]([CH2:23][OH:24])[cH:15][c:16]([C:19]([F:20])([F:21])[F:22])[cH:17][cH:18]2)[c:8]([O:11][CH3:12])[cH:9][cH:10]1)=[O:25].[CH3:30][O:31][CH2:32][CH2:33][O:34][CH3:35].[P:26]([Br:27])([Br:28])[Br:29]>>[CH3:1][O:2][C:3]([CH2:4][c:5]1[cH:6][c:7](-[c:13]2[c:14]([CH2:23][Br:27])[cH:15][c:16]([C:19]([F:20])([F:21])[F:22])[cH:17][cH:18]2)[c:8]([O:11][CH3:12])[cH:9][cH:10]1)=[O:25].